From a dataset of the Open Reaction Database (ORD), a public repository of structured organic reaction records. describe an organic reaction: reactants, conditions, products, and yield Isolated yield 42.2%. Product: NC1=C(C(=CC2=C1N(C(=N2)Cl)CC)C(F)(F)F)Cl (7-Amino-2,6-dichloro-1-ethyl-5-trifluoromethylbenzimidazole). Reactants: ClC1=NC2=C(N1CC)C(=C(C(=C2)C(F)(F)F)Cl)[N+](=O)[O-] (2,6-dichloro-1-ethyl-7-nitro-5-trifluoromethylbenzimidazole). RXN SMILES: [Cl:1][C:2]1[N:6]([CH2:7][CH3:8])[C:5]2[C:9]([N+:18]([O-])=O)=[C:10]([Cl:17])[C:11]([C:13]([F:16])([F:15])[F:14])=[CH:12][C:4]=2[N:3]=1>[Pt]=O>[NH2:18][C:9]1[C:5]2[N:6]([CH2:7][CH3:8])[C:2]([Cl:1])=[N:3][C:4]=2[CH:12]=[C:11]([C:13]([F:15])([F:16])[F:14])[C:10]=1[Cl:17]. Procedure: 6-Chloro-1-ethyl-5-trifluoromethylbenzimidazolone was prepared by reaction of N1 -ethyl-4-trifluoroethyl-5-chloro-1,2-phenylenediamine with phosgene. The resultant benzimidazolone was chlorinated with POCl3 --HCl to give the corresponding 2-chlorobenzimidazole which was then nitrated with HNO3 --H2SO4 to give the 7-nitro derivative. The 2,6-dichloro-1-ethyl-7-nitro-5-trifluoromethylbenzimidazole (5g.) was hydrogenated in the presence of platinum oxide catalyst according to the procedure of Examp... The reagents and catalysts are [Pt]=O (platinum oxide). Reactants: COC(=O)c1ccc(C(C)(C)C)cc1OC1CCN(C(=O)OC(C)(C)C)CC1, O. Product: CC(C)(C)OC(=O)N1CCC(Oc2cc(C(C)(C)C)ccc2C(=O)O)CC1. RXN SMILES: [C:1]([CH3:2])([CH3:3])([CH3:4])[O:5][C:6](=[O:7])[N:8]1[CH2:9][CH2:10][CH:11]([O:14][c:15]2[c:16]([C:17](=[O:18])[O:19][CH3:20])[cH:21][cH:22][c:23]([C:25]([CH3:26])([CH3:27])[CH3:28])[cH:24]2)[CH2:12][CH2:13]1.[OH2:29]>>[C:1]([CH3:2])([CH3:3])([CH3:4])[O:5][C:6](=[O:7])[N:8]1[CH2:9][CH2:10][CH:11]([O:14][c:15]2[c:16]([C:17](=[O:18])[OH:19])[cH:21][cH:22][c:23]([C:25]([CH3:26])([CH3:27])[CH3:28])[cH:24]2)[CH2:12][CH2:13]1.